Dataset: the Open Reaction Database (ORD), a public repository of structured organic reaction records. Task: describe an organic reaction: reactants, conditions, products, and yield The reactants are C1(CC1)C1=CN=CC(=N1)C1=CN(C2=CC=C(C=C12)C(=O)OC)S(=O)(=O)C1=CC=C(C)C=C1 (methyl 3-(6-cyclopropylpyrazin-2-yl)-1-tosyl-1H-indole-5-carboxylate), [OH-].[K+] (KOH). The solvent is CO (MeOH), O (water). Reaction conditions: temperature 60 celsius. Product: C1(CC1)C1=CN=CC(=N1)C1=CNC2=CC=C(C=C12)C(=O)O (3-(6-cyclopropylpyrazin-2-yl)-1H-indole-5-carboxylic acid). Isolated yield 94.8%. RXN SMILES: [CH:1]1([C:4]2[N:9]=[C:8]([C:10]3[C:18]4[C:13](=[CH:14][CH:15]=[C:16]([C:19]([O:21]C)=[O:20])[CH:17]=4)[N:12](S(C4C=CC(C)=CC=4)(=O)=O)[CH:11]=3)[CH:7]=[N:6][CH:5]=2)[CH2:3][CH2:2]1.[OH-].[K+]>CO.O>[CH:1]1([C:4]2[N:9]=[C:8]([C:10]3[C:18]4[C:13](=[CH:14][CH:15]=[C:16]([C:19]([OH:21])=[O:20])[CH:17]=4)[NH:12][CH:11]=3)[CH:7]=[N:6][CH:5]=2)[CH2:2][CH2:3]1 |f:1.2|. Procedure details: An orange-brown suspension of methyl 3-(6-cyclopropylpyrazin-2-yl)-1-tosyl-1H-indole-5-carboxylate (353.7 mg, 0.790 mmol) and KOH (310 mg, 5.53 mmol) in a mixture of MeOH (6.0 mL) and water (1.20 mL) was heated at 60° C. for 6 h. The mixture was subsequently cooled to RT and MeOH was removed in vacuo. 1.0 N aq HCl (4.0 mL) was added to the resulting slurry, and the precipitated solid was collected by vacuum filtration, washed with water (10 mL), and dried in vacuo to provide 3-(6-cyclopropylpyra... Starting materials: ClC1=CC(=C(C=C1OCC1=CC=CC=C1)N=C=O)F (4-chloro-2-fluoro-5-(phenylmethoxy)phenyl isocyanate), [H-].[Na+] (sodium hydride), C(C)OC(\C=C(\C(F)(F)F)/N)=O (ethyl-3-amino-4,4,4-trifluorocrotonate). The solvent is C1(=CC=CC=C1)C (toluene), CN(C=O)C (N,N-dimethylformamide), C1(=CC=CC=C1)C (toluene). Reaction conditions: temperature -70 celsius, time 30 minute. Yields the product ClC1=CC(=C(C=C1OCC1=CC=CC=C1)N1C(NC(=CC1=O)C(F)(F)F)=O)F (3-[4-chloro-2-fluoro-5-(phenylmethoxy)-phenyl]-6-(trifluoromethyl)-2,4(1H,3H)-pyrimidinedione). Yield: 57.0%. Reaction SMILES: [H-].[Na+].C(O[C:6](=[O:14])/[CH:7]=[C:8](\[NH2:13])/[C:9]([F:12])([F:11])[F:10])C.[Cl:15][C:16]1[C:21]([O:22][CH2:23][C:24]2[CH:29]=[CH:28][CH:27]=[CH:26][CH:25]=2)=[CH:20][C:19]([N:30]=[C:31]=[O:32])=[C:18]([F:33])[CH:17]=1>CN(C)C=O.C1(C)C=CC=CC=1>[Cl:15][C:16]1[C:21]([O:22][CH2:23][C:24]2[CH:29]=[CH:28][CH:27]=[CH:26][CH:25]=2)=[CH:20][C:19]([N:30]2[C:6](=[O:14])[CH:7]=[C:8]([C:9]([F:10])([F:11])[F:12])[NH:13][C:31]2=[O:32])=[C:18]([F:33])[CH:17]=1 |f:0.1|. Procedure details: To a solution of 312 mg (7.82 mmol) of sodium hydride (60% oil dispersion) in 10 mL of N,N-dimethylformamide was added 1.43 g (7.82 mmol) of ethyl-3-amino-4,4,4-trifluorocrotonate in 7 mL of toluene over a period of 30 min at -5° C. The resulting mixture was stirred for an additional 30 min before it was cooled to -70° C. Then a solution of 2.17 g (7.82 mmol) of 4-chloro-2-fluoro-5-(phenylmethoxy)phenyl isocyanate in 7 mL of toluene was added dropwise at a rate that maintained the reaction tempe... Reactants: CCOCCCO, Nc1nc(Cl)nc2c1ncn2Cc1ccccc1, [Na], CN(C)C=O. The product is CCOCCCOc1nc(N)c2ncn(Cc3ccccc3)c2n1. As a reaction SMILES: [CH2:25]([CH3:26])[O:27][CH2:28][CH2:29][CH2:30][OH:31].[NH2:2][c:3]1[c:4]2[n:5][cH:6][n:7]([CH2:13][c:14]3[cH:15][cH:16][cH:17][cH:18][cH:19]3)[c:8]2[n:9][c:10]([Cl:12])[n:11]1.[Na:1].[O:20]=[CH:21][N:22]([CH3:23])[CH3:24]>>[NH2:2][c:3]1[c:4]2[n:5][cH:6][n:7]([CH2:13][c:14]3[cH:15][cH:16][cH:17][cH:18][cH:19]3)[c:8]2[n:9][c:10]([O:31][CH2:30][CH2:29][CH2:28][O:27][CH2:25][CH3:26])[n:11]1. Starting materials: NC1=C(C(=O)NC2C(NC(CC2)=O)=O)C(=CC=C1)Cl (2-amino-N-(2,6-dioxo-piperidin-3-yl)-6-chloro-benzamide), C(OC)(OC)OC (trimethyl orthoformate), C1(=CC=C(C=C1)S(=O)(=O)O)C (p-toluene sulfonic acid). The solvent is CO (methanol). Reaction conditions: time 5 minute. The product is ClC1=C2C(N(C=NC2=CC=C1)C1C(NC(CC1)=O)=O)=O (3-(5-chloro-4-oxo-4H-quinazolin-3-yl)-piperidine-2,6-dione). The yield is 48.0%. Reaction SMILES: [NH2:1][C:2]1[CH:18]=[CH:17][CH:16]=[C:15]([Cl:19])[C:3]=1[C:4]([NH:6][CH:7]1[CH2:12][CH2:11][C:10](=[O:13])[NH:9][C:8]1=[O:14])=[O:5].[CH:20](OC)(OC)OC.C1(C)C=CC(S(O)(=O)=O)=CC=1>CO>[Cl:19][C:15]1[CH:16]=[CH:17][CH:18]=[C:2]2[C:3]=1[C:4](=[O:5])[N:6]([CH:7]1[CH2:12][CH2:11][C:10](=[O:13])[NH:9][C:8]1=[O:14])[CH:20]=[N:1]2. Reported procedure: A solution of 2-amino-N-(2,6-dioxo-piperidin-3-yl)-6-chloro-benzamide (0.8 g, 2.8 mmol) and trimethyl orthoformate (4 mL) and p-toluene sulfonic acid (280 mg) was heated to 150° C. via a microwave oven for 30 minutes. To the mixture, was added methanol (15 mL), and the mixture was stirred for 5 minutes. The suspension was filtered and washed with methanol to give 3-(5-chloro-4-oxo-4H-quinazolin-3-yl)-piperidine-2,6-dione as a white solid (400 mg, 48% yield): HPLC: Waters Symmetry C18, 5 μm, 3.9×... As a reaction SMILES: [CH3:1][C:2]1[CH:3]=[C:4]2[C:8](=[CH:9][CH:10]=1)[NH:7][C:6](=[O:11])[C:5]2=O.[CH2:13]([SH:16])[CH2:14][SH:15].B(F)(F)F.CCOCC>CC(O)=O>[CH3:1][C:2]1[CH:3]=[C:4]2[C:8](=[CH:9][CH:10]=1)[NH:7][C:6](=[O:11])[C:5]12[S:16][CH2:13][CH2:14][S:15]1 |f:2.3|. Run at temperature 60 celsius, time 25 minute. The product is CC=1C=C2C3(C(NC2=CC1)=O)SCCS3 (5′-methylspiro[1,3-dithiolane-2,3′-indol]-2′(1′H)-one). Reported procedure: 5-methyl-1H-indole-2,3-dione (6 g, 37 mmol) was suspended in 100 ml of AcOH. The heterogenous mixture was heated at 60° C. After complete solubilisation, 1,2-ethanedithiol (3.15 ml, 37 mmol) was added and then neat BF3.OEt2 (9.5 ml, 75 mmol) was added dropwise. The reaction was stirred for 25 minutes, in which time the reaction mixture became homogenous. After 20 minutes at room temperature, the reaction was quenched by addition of water, the solid washed several times with large amounts of wate... The solvent is CC(=O)O (AcOH). The reactants are CC=1C=C2C(C(NC2=CC1)=O)=O (5-methyl-1H-indole-2,3-dione), C(CS)S (1,2-ethanedithiol), B(F)(F)F.CCOCC (BF3.OEt2). Yields the product CCC(C(N)=O)N1CCCC1=O. Reaction SMILES: [Br-:16].[C:37]([Cl:38])([Cl:39])([Cl:40])[Cl:41].[CH3:17][CH2:18][CH2:19][CH2:20][N+:21]([CH2:22][CH2:23][CH2:24][CH3:25])([CH2:26][CH2:27][CH2:28][CH3:29])[CH2:30][CH2:31][CH2:32][CH3:33].[Cl:34][CH2:35][Cl:36].[K+:15].[NH2:1][C:2](=[O:3])[CH:4]([CH2:5][CH3:6])[NH:7][C:8]([CH2:9][CH2:10][CH2:11][Cl:12])=[O:13].[OH-:14]>>[NH2:1][C:2](=[O:3])[CH:4]([CH2:5][CH3:6])[N:7]1[C:8](=[O:13])[CH2:9][CH2:10][CH2:11]1. Starting materials: [Br-], ClC(Cl)(Cl)Cl, CCCC[N+](CCCC)(CCCC)CCCC, ClCCl, [K+], CCC(NC(=O)CCCCl)C(N)=O, [OH-]. Starting materials: COC1=C(C=CC=C1)N1CCN(CC1)C1CCC(CC1)(C1=C(C=C(C=C1)C)C)O (1-(2-methoxyphenyl)-4-[1-hydroxy-1-(2,4-dimethylphenyl)cyclohex-4-yl]piperazine), FC(C(=O)O)(F)F (trifluoroacetic acid). The solvent is ClCCl (dichloromethane). Reaction conditions: time 8 hour. The product is COC1=C(C=CC=C1)N1CCN(CC1)[C@@H]1CC[C@H](CC1)C1=C(C=C(C=C1)C)C (Trans-1-(2-Methoxyphenyl)-4-[1-(2,4-dimethylphenyl)-cyclohex-4-yl]piperazine). RXN SMILES: [CH3:1][O:2][C:3]1[CH:8]=[CH:7][CH:6]=[CH:5][C:4]=1[N:9]1[CH2:14][CH2:13][N:12]([CH:15]2[CH2:20][CH2:19][C:18](O)([C:21]3[CH:26]=[CH:25][C:24]([CH3:27])=[CH:23][C:22]=3[CH3:28])[CH2:17][CH2:16]2)[CH2:11][CH2:10]1.FC(F)(F)C(O)=O>ClCCl>[CH3:1][O:2][C:3]1[CH:8]=[CH:7][CH:6]=[CH:5][C:4]=1[N:9]1[CH2:10][CH2:11][N:12]([C@H:15]2[CH2:16][CH2:17][C@H:18]([C:21]3[CH:26]=[CH:25][C:24]([CH3:27])=[CH:23][C:22]=3[CH3:28])[CH2:19][CH2:20]2)[CH2:13][CH2:14]1. Procedure: To a solution of 1-(2-methoxyphenyl)-4-[1-hydroxy-1-(2,4-dimethylphenyl)cyclohex-4-yl]piperazine in dichloromethane (anhydrous) at room temperature was added trifluoroacetic acid (8 equivalents). The solution was stirred overnight. Excess trifluoroacetic acid was removed under vacuo and the residue poured into sodium bicarbonate solution. The neutralised aqueous layer was extracted with dichloromethane, washed with salt solution, dried (MgSO4) and filtered. The solvent was removed and the residu...